This data is from the Open Reaction Database (ORD), a public repository of structured organic reaction records. The task is: describe an organic reaction: reactants, conditions, products, and yield Reactants: NC=1C(=NC=CN1)C(=O)O (3-aminopyrazine-2-carboxylic acid), CCN=C=NCCCN(C)C.Cl (EDC hydrochloride), C=1C=CC2=C(C1)N=NN2O (HOBt), C(C)(C)N(CC)C(C)C (diisopropylethylamine), Cl.CONC (N-methoxy-N-methylamine hydrochloride). Run in CN(C)C=O (DMF). Run at time 15 hour. Product: CON(C(=O)C1=NC=CN=C1N)C (3-amino-pyrazine-2-carboxylic acid methoxy-methylamide). As a reaction SMILES: [NH2:1][C:2]1[C:3]([C:8]([OH:10])=O)=[N:4][CH:5]=[CH:6][N:7]=1.CCN=C=NCCCN(C)C.Cl.C1C=CC2N(O)N=NC=2C=1.C(N(C(C)C)CC)(C)C.Cl.[CH3:43][O:44][NH:45][CH3:46]>CN(C=O)C>[CH3:43][O:44][N:45]([CH3:46])[C:8]([C:3]1[C:2]([NH2:1])=[N:7][CH:6]=[CH:5][N:4]=1)=[O:10] |f:1.2,5.6|. Reported procedure: To a solution of 3-aminopyrazine-2-carboxylic acid (1 g, 7.2 mmol) in DMF (15 ml) is added EDC hydrochloride (1.7 g, 8.6 mmol), HOBt (1.16 g, 8.6 mmol), diisopropylethylamine (3.08 ml, 18 mmol) and N-methoxy-N-methylamine hydrochloride (0.84 g, 8.6 mmol), and the resulting solution is stirred at room temperature for 15 hours. The reaction is concentrated in vacuo, and sat. aq. NaHCO3 (50 ml) is added to the residue. The product is extracted into EtOAc (3×60 ml), washed with sat. aq. NaCl (2×50 m... Reactants: CC(=O)O, C=CCN, C=O, CCS(=O)(=O)N1CCC(c2c[nH]c3c(C(N)=O)cc(-c4csc(C=O)c4)cc23)CC1, CS(C)=O, CO. Product: C=CCN(C)Cc1cc(-c2cc(C(N)=O)c3[nH]cc(C4CCN(S(=O)(=O)CC)CC4)c3c2)cs1. Reaction SMILES: [C:5]([OH:6])(=[O:7])[CH3:8].[CH2:1]([CH:2]=[CH2:3])[NH2:4].[CH2:39]=[O:40].[CH2:9]([CH3:10])[S:11](=[O:12])(=[O:13])[N:14]1[CH2:15][CH2:16][CH:17]([c:20]2[cH:21][nH:22][c:23]3[c:24]([C:36](=[O:37])[NH2:38])[cH:25][c:26](-[c:29]4[cH:30][s:31][c:32]([CH:34]=[O:35])[cH:33]4)[cH:27][c:28]23)[CH2:18][CH2:19]1.[CH3:41][S:42]([CH3:43])=[O:44].[CH3:45][OH:46]>>[CH2:1]([CH:2]=[CH2:3])[N:4]([CH3:5])[CH2:34][c:32]1[s:31][cH:30][c:29](-[c:26]2[cH:25][c:24]([C:36](=[O:37])[NH2:38])[c:23]3[nH:22][cH:21][c:20]([CH:17]4[CH2:16][CH2:15][N:14]([S:11]([CH2:9][CH3:10])(=[O:12])=[O:13])[CH2:19][CH2:18]4)[c:28]3[cH:27]2)[cH:33]1.